From a dataset of the Open Reaction Database (ORD), a public repository of structured organic reaction records. describe an organic reaction: reactants, conditions, products, and yield Reactants: solution, C[Si](C)(C)C=[N+]=[N-].CCCCCC (trimethylsilyldiazomethane hexane), C(C)(C)(C)OC(=O)N1C[C@@H]([C@@H](CC1)CCC(=O)O)C=C ((3R,4R)-1-tert-butyloxycarbonyl-4-(2-carboxyethyl)-3-vinylpiperidine). The solvent is CO (methanol). Reaction conditions: temperature 22 celsius, time 3 hour. The product is C(C)(C)(C)OC(=O)N1C[C@@H]([C@@H](CC1)CCC(=O)OC)C=C ((3R,4R)-1-tert-butyloxycarbonyl-4-(2-methoxycarbonylethyl)-3-vinylpiperidine). RXN SMILES: [CH3:1][Si](C=[N+]=[N-])(C)C.CCCCCC.[C:14]([O:18][C:19]([N:21]1[CH2:26][CH2:25][C@@H:24]([CH2:27][CH2:28][C:29]([OH:31])=[O:30])[C@@H:23]([CH:32]=[CH2:33])[CH2:22]1)=[O:20])([CH3:17])([CH3:16])[CH3:15]>CO>[C:14]([O:18][C:19]([N:21]1[CH2:26][CH2:25][C@@H:24]([CH2:27][CH2:28][C:29]([O:31][CH3:1])=[O:30])[C@@H:23]([CH:32]=[CH2:33])[CH2:22]1)=[O:20])([CH3:17])([CH3:16])[CH3:15] |f:0.1|. Procedure: 50 cm3 of a solution of 2M trimethylsilyldiazomethane/hexane are added, at a temperature in the region of 15° C., under an argon atmosphere, to 5 g (17.64 mmol) of (3R,4R)-1-tert-butyloxycarbonyl-4-(2-carboxyethyl)-3-vinylpiperidine in solution in 50 cm3 of methanol. After stirring for 3 hours at a temperature in the region of 22° C., the reaction medium is concentrated to dryness under reduced pressure (2.7 kPa) to give 5.3 g of (3R,4R)-1-tert-butyloxycarbonyl-4-(2-methoxycarbonylethyl)-3-vinyl... Starting materials: C(C)(C)(C)OC(=O)NCC1CN(CC1)CCN (2-(3-tert-Butoxycarbonylaminomethylpyrrolidin-1-yl)ethylamine), C(CC)N=C=O (n-propyl isocyanate), NC1=CC(=C(C(=O)O)C=C1Cl)OC (4-amino-5-chloro-2-methoxybenzoic acid). Yields the product NC1=CC(=C(C(=O)NCC2CN(CC2)CCNC(=O)NCCC)C=C1Cl)OC (4-amino-5-chloro-2-methoxy-N-(1-(2-(3-n-propylureido)ethyl)pyrrolidin-3-ylmethyl)-benzamide). RXN SMILES: C(O[C:6]([NH:8][CH2:9][CH:10]1[CH2:14][CH2:13][N:12]([CH2:15][CH2:16][NH2:17])[CH2:11]1)=[O:7])(C)(C)C.[CH2:18]([N:21]=[C:22]=[O:23])[CH2:19][CH3:20].[NH2:24][C:25]1[C:33]([Cl:34])=[CH:32][C:28](C(O)=O)=[C:27]([O:35][CH3:36])[CH:26]=1>>[NH2:24][C:25]1[C:33]([Cl:34])=[CH:32][C:28]([C:6]([NH:8][CH2:9][CH:10]2[CH2:14][CH2:13][N:12]([CH2:15][CH2:16][NH:17][C:22]([NH:21][CH2:18][CH2:19][CH3:20])=[O:23])[CH2:11]2)=[O:7])=[C:27]([O:35][CH3:36])[CH:26]=1. Reported procedure: 2-(3-tert-Butoxycarbonylaminomethylpyrrolidin-1-yl)ethylamine (1 g) as starting compound was reacted and treated in the same manner as in Example 34 using n-propyl isocyanate (0.38 ml) and 4-amino-5-chloro-2-methoxybenzoic acid (0.83 g) to give 4-amino-5-chloro-2-methoxy-N-(1-(2-(3-n-propylureido)ethyl)pyrrolidin-3-ylmethyl)-benzamide.